The task is: describe an organic reaction: reactants, conditions, products, and yield. This data is from the Open Reaction Database (ORD), a public repository of structured organic reaction records. Reactants: CC(C)(C)OC(=O)c1ccc(CCc2ccccc2)cc1Nc1ccccc1C(F)(F)F, O=C(O)C(F)(F)F. The product is O=C(O)c1ccc(CCc2ccccc2)cc1Nc1ccccc1C(F)(F)F. As a reaction SMILES: [CH2:1]([CH2:2][c:3]1[cH:4][cH:5][cH:6][cH:7][cH:8]1)[c:9]1[cH:10][c:11]([NH:22][c:23]2[c:24]([C:29]([F:30])([F:31])[F:32])[cH:25][cH:26][cH:27][cH:28]2)[c:12]([C:13](=[O:14])[O:15][C:16]([CH3:17])([CH3:18])[CH3:19])[cH:20][cH:21]1.[OH:33][C:34]([C:35]([F:36])([F:37])[F:38])=[O:39]>>[CH2:1]([CH2:2][c:3]1[cH:4][cH:5][cH:6][cH:7][cH:8]1)[c:9]1[cH:10][c:11]([NH:22][c:23]2[c:24]([C:29]([F:30])([F:31])[F:32])[cH:25][cH:26][cH:27][cH:28]2)[c:12]([C:13](=[O:14])[OH:15])[cH:20][cH:21]1.